From a dataset of the Open Reaction Database (ORD), a public repository of structured organic reaction records. describe an organic reaction: reactants, conditions, products, and yield Reactants: C1(=CC=CC=C1)[C@@H]1N[C@H](CC2=C1NC1=CC=CC=C21)C(=O)OC (trans methyl 1,2,3,4-tetrahydro-1-phenyl-9H-pyrido[3,4-b]indole-3-carboxylate), C(C1=CC=CC=C1)N=C=O (benzyl isocyanate). Yields the product C(C1=CC=CC=C1)N1C(N2[C@H](C=3NC=4C=CC=CC4C3C[C@H]2C1=O)C1=CC=CC=C1)=O (Trans-2-benzyl-5-phenyl-5,6,11,11a-tetrahydro-1H-imidazo[1',5':1,6]pyrido[3,4-b]indole-1,3(2H)-dione). As a reaction SMILES: [C:1]1([C@H:7]2[C:12]3[NH:13][C:14]4[C:19]([C:11]=3[CH2:10][C@H:9]([C:20](OC)=[O:21])[NH:8]2)=[CH:18][CH:17]=[CH:16][CH:15]=4)[CH:6]=[CH:5][CH:4]=[CH:3][CH:2]=1.[CH2:24]([N:31]=[C:32]=[O:33])[C:25]1[CH:30]=[CH:29][CH:28]=[CH:27][CH:26]=1>>[CH2:24]([N:31]1[C:20](=[O:21])[C@H:9]2[N:8]([C@@H:7]([C:1]3[CH:6]=[CH:5][CH:4]=[CH:3][CH:2]=3)[C:12]3[NH:13][C:14]4[CH:15]=[CH:16][CH:17]=[CH:18][C:19]=4[C:11]=3[CH2:10]2)[C:32]1=[O:33])[C:25]1[CH:30]=[CH:29][CH:28]=[CH:27][CH:26]=1. Reported procedure: The same method as employed in the preparation of Example 1 but starting from trans methyl 1,2,3,4-tetrahydro-1-phenyl-9H-pyrido[3,4-b]indole-3-carboxylate (see J. Cook et al., Heterocycles, 4(7), 1249-1255 (1976)) and benzyl isocyanate gave after recrystallization from diethyl ether, the title compound as white crystals m.p.: 200-202° C. The reactants are NC1=CC=C(C=C1)C1=C(C=NC2=C(C=CC=C12)C(F)(F)F)C(=O)C1=CC=CC=C1 ([4-(4-aminophenyl)-8-(trifluoromethyl)quinolin-3-yl](phenyl)methanone), C1(=CC=CC=C1)N=C=O (phenyl isocyanate). Run in C(C)N(CC)CC (triethylamine). Yields the product C(C1=CC=CC=C1)(=O)C=1C=NC2=C(C=CC=C2C1C1=CC=C(C=C1)NC(=O)NC1=CC=CC=C1)C(F)(F)F (N-{4-[3-BENZOYL-8-(TRIFLUOROMETHYL)QUINOLIN-4-YL]PHENYL}-N′-PHENYLUREA). As a reaction SMILES: [NH2:1][C:2]1[CH:7]=[CH:6][C:5]([C:8]2[C:17]3[C:12](=[C:13]([C:18]([F:21])([F:20])[F:19])[CH:14]=[CH:15][CH:16]=3)[N:11]=[CH:10][C:9]=2[C:22]([C:24]2[CH:29]=[CH:28][CH:27]=[CH:26][CH:25]=2)=[O:23])=[CH:4][CH:3]=1.[C:30]1([N:36]=[C:37]=[O:38])[CH:35]=[CH:34][CH:33]=[CH:32][CH:31]=1>C(N(CC)CC)C>[C:22]([C:9]1[CH:10]=[N:11][C:12]2[C:17]([C:8]=1[C:5]1[CH:4]=[CH:3][C:2]([NH:1][C:37]([NH:36][C:30]3[CH:35]=[CH:34][CH:33]=[CH:32][CH:31]=3)=[O:38])=[CH:7][CH:6]=1)=[CH:16][CH:15]=[CH:14][C:13]=2[C:18]([F:21])([F:19])[F:20])(=[O:23])[C:24]1[CH:25]=[CH:26][CH:27]=[CH:28][CH:29]=1. Procedure details: The title compound was prepared from [4-(4-aminophenyl)-8-(trifluoromethyl)quinolin-3-yl](phenyl)methanone and phenyl isocyanate in substantially the same manner as described in Example 61 with one change: no triethylamine was used; off-white solid: MS (ES) m/z 510.2. Starting materials: BrC=1C(=CC2=C(N=C(S2)N)C1)F (5-bromo-6-fluoro-benzothiazol-2-ylamine), C(C)N=C=O (ethyl isocyanate), O (water). Run in O1CCOCC1 (1,4-dioxane). Run at temperature 80 celsius. Yields the product BrC=1C(=CC2=C(N=C(S2)NC(=O)NCC)C1)F (1-(5-Bromo-6-fluoro-benzothiazol-2-yl)-3-ethyl-urea). Isolated yield 65.0%. RXN SMILES: [Br:1][C:2]1[C:3]([F:12])=[CH:4][C:5]2[S:9][C:8]([NH2:10])=[N:7][C:6]=2[CH:11]=1.[CH2:13]([N:15]=[C:16]=[O:17])[CH3:14].O>O1CCOCC1>[Br:1][C:2]1[C:3]([F:12])=[CH:4][C:5]2[S:9][C:8]([NH:10][C:16]([NH:15][CH2:13][CH3:14])=[O:17])=[N:7][C:6]=2[CH:11]=1. Procedure details: To a solution of 5-bromo-6-fluoro-benzothiazol-2-ylamine (0.36 g, 1.45 mmol) in 1,4-dioxane (25.0 mL) was added ethyl isocyanate (0.69 mL, 8.74 mmol) and the resulting reaction mixture was heated at 80° C. for 15 h. After the completion of the reaction (TLC monitoring) the solvent was evaporated. The residue thus obtained was stirred with water at 60° C. for 5 h. The solution was then filtered and washed with ether to get the title compound (0.30 g, 69%). 1H-NMR (400 MHz, DMSO-d6): δ 1.08 (t, J=... Procedure details: To a solution of 17.2 g. of 2-chloro-6-fluoroaniline hydrochloride and 12.5 ml. of concentrated hydrochloric acid in 150 ml. of water is added slowly a solution of 9 g. of sodium nitrite in 25 ml. of water. The temperature of the solution is kept below 5° at all times. This solution is then added to a stirred suspension of 18 g. of cuprocupric sulfite and 60 g. of sodium nitrite in 300 ml. of water at room temperature. The mixture is stirred for 1 hour then steam distilled until no trace of prod... The product is ClC1=C(C(=CC=C1)F)[N+](=O)[O-] (2-Chloro-6-Fluoronitrobenzene). Reaction SMILES: Cl.[Cl:2][C:3]1[CH:9]=[CH:8][CH:7]=[C:6]([F:10])[C:4]=1N.Cl.[N:12]([O-:14])=[O:13].[Na+].S([O-])([O-])=O>O>[Cl:2][C:3]1[CH:9]=[CH:8][CH:7]=[C:6]([F:10])[C:4]=1[N+:12]([O-:14])=[O:13] |f:0.1,3.4|. Starting materials: Cl.ClC1=C(N)C(=CC=C1)F (2-chloro-6-fluoroaniline hydrochloride), N(=O)[O-].[Na+] (sodium nitrite), S(=O)([O-])[O-] (sulfite), Cl (hydrochloric acid), N(=O)[O-].[Na+] (sodium nitrite). Run at time 1 hour. The solvent is O (water), O (water), O (water). Conditions: temperature 92 celsius, time 1 hour. Procedure details: Stir a mixture of sodium ethoxide (90 g, 1.32 mol, 2 eq), toluene (0.5 L, 5 vol), and ethyl acetate (0.2 L, 1.98 mol, 3 eq) in a 2 L flask equipped with reflux condenser, mechanical stirrer, and nitrogen inlet. After 1 h, add 6-methyl-pyridine-2-carboxylic acid methyl ester (Cheung, Y, Tetrahedron Lett. 1979, 40, 3809-10; 100 g, 0.66 mol). Heat the mixture at reflux (92° C.) for 20 h. Cool the mixture to room temperature and acidify with glacial acetic acid to pH 6. Wash the resulting gel with w... Product: C(C)OC(CC(=O)C1=NC(=CC=C1)C)=O (3-(6-Methyl-pyridin-2-yl)-3-oxo-propionic Acid Ethyl Ester). Reactants: [O-]CC.[Na+] (sodium ethoxide), C1(=CC=CC=C1)C (toluene), C(C)(=O)OCC (ethyl acetate), COC(=O)C1=NC(=CC=C1)C (6-methyl-pyridine-2-carboxylic acid methyl ester). The yield is 112.6%. RXN SMILES: [O-]CC.[Na+].C1(C)C=CC=CC=1.[C:12]([O:15][CH2:16][CH3:17])(=[O:14])[CH3:13].C[O:19][C:20]([C:22]1[CH:27]=[CH:26][CH:25]=[C:24]([CH3:28])[N:23]=1)=O>C(O)(=O)C>[CH2:16]([O:15][C:12](=[O:14])[CH2:13][C:20]([C:22]1[CH:27]=[CH:26][CH:25]=[C:24]([CH3:28])[N:23]=1)=[O:19])[CH3:17] |f:0.1|. The solvent is C(C)(=O)O (acetic acid). Reactants: COC(CCCC(C)(C)C1=C(C=C(C=C1)O)O)=O (methyl-5-(2',4'-dihydroxyphenyl)-5-methyl-hexanoate), C(CCCCC)O (n-hexanol), C1(=CC=C(C=C1)S(=O)(=O)O)C (p-toluene sulphonic acid). Yields the product OC1=C(C=CC(=C1)O)C(CCCC(=O)OCCCCCC)(C)C (n-hexyl 5-(2',4'-dihydroxyphenyl)-5-methyl-hexanoate). RXN SMILES: [CH3:1][O:2][C:3](=[O:18])[CH2:4][CH2:5][CH2:6][C:7]([C:10]1[CH:15]=[CH:14][C:13]([OH:16])=[CH:12][C:11]=1[OH:17])([CH3:9])[CH3:8].[CH2:19](O)[CH2:20][CH2:21][CH2:22][CH2:23]C.C1(C)C=CC(S(O)(=O)=O)=CC=1>>[OH:17][C:11]1[CH:12]=[C:13]([OH:16])[CH:14]=[CH:15][C:10]=1[C:7]([CH3:9])([CH3:8])[CH2:6][CH2:5][CH2:4][C:3]([O:2][CH2:1][CH2:19][CH2:20][CH2:21][CH2:22][CH3:23])=[O:18]. Procedure: 5.5 Parts of methyl-5-(2',4'-dihydroxyphenyl)-5-methyl-hexanoate, 50 parts of n-hexanol, and 0.5 parts of p-toluene sulphonic acid are heated on a steam-bath for 6 hours. The excess hexanol is then removed under reduced pressure and the residual oil taken up in ether, washed with sodium bicarbonate solution, water, and evaporated. Short path distillation of the residual oil at 0,7 mbar yields 5.8 parts of n-hexyl 5-(2',4'-dihydroxyphenyl)-5-methyl-hexanoate of the formula ##STR16## with the foll...